describe an organic reaction: reactants, conditions, products, and yield From a dataset of the Open Reaction Database (ORD), a public repository of structured organic reaction records. Starting materials: COC(=O)C1CN(Cc2ccc(F)cc2)C(=O)c2c(OCc3ccccc3)c3n(c21)CCN(C)C3=O, CCO, [H][H]. Product: COC(=O)C1CN(Cc2ccc(F)cc2)C(=O)c2c(O)c3n(c21)CCN(C)C3=O. Reaction SMILES: [CH2:1]([c:2]1[cH:3][cH:4][cH:5][cH:6][cH:7]1)[O:8][c:9]1[c:10]2[c:11]([n:12]3[c:13]1[C:14](=[O:19])[N:15]([CH3:18])[CH2:16][CH2:17]3)[CH:20]([C:33](=[O:34])[O:35][CH3:36])[CH2:21][N:22]([CH2:25][c:26]1[cH:27][cH:28][c:29]([F:32])[cH:30][cH:31]1)[C:23]2=[O:24].[CH3:39][CH2:40][OH:41].[H:37][H:38]>>[OH:8][c:9]1[c:10]2[c:11]([n:12]3[c:13]1[C:14](=[O:19])[N:15]([CH3:18])[CH2:16][CH2:17]3)[CH:20]([C:33](=[O:34])[O:35][CH3:36])[CH2:21][N:22]([CH2:25][c:26]1[cH:27][cH:28][c:29]([F:32])[cH:30][cH:31]1)[C:23]2=[O:24]. Starting materials: ICCCCCCCCCCCC (iodododecane), CNCCO (2-(methylamino)ethanol). Solvent: C(C)(C)O (isopropanol), CCOCC (ether). Yields the product CN(CCO)CCCCCCCCCCCC (N-methyl-N-dodecylethanolamine). Yield: 97.5%. RXN SMILES: I[CH2:2][CH2:3][CH2:4][CH2:5][CH2:6][CH2:7][CH2:8][CH2:9][CH2:10][CH2:11][CH2:12][CH3:13].[CH3:14][NH:15][CH2:16][CH2:17][OH:18]>C(O)(C)C.CCOCC>[CH3:14][N:15]([CH2:2][CH2:3][CH2:4][CH2:5][CH2:6][CH2:7][CH2:8][CH2:9][CH2:10][CH2:11][CH2:12][CH3:13])[CH2:16][CH2:17][OH:18]. Procedure details: A solution of iodododecane (18.1 g, 61.09 mmol) and 2-(methylamino)ethanol (23.0 g, 0.3 mol) in isopropanol (75 ml) was heated under reflux for 3 h. The cooled mixture was diluted with ether (500 ml), washed with water, brine and dried (magnesium sulfate). Evaporation of the solvent under reduced pressure and distillation of the residue under vacuum gave 14.5 g (97%) of N-methyl-N-dodecylethanolamine as a clear oil: b.p. 100-111° C./0.3 torr (bulb to bulb distillation, air bath temperature). Reactants: CC(=O)C.OS(=O)(=O)O.O=[Cr](=O)=O (Jones Reagent), [N+](=O)([O-])C1=C(COC(=O)C(N2C(C(C2CCO)C(C)NC(=O)OCC2=C(C=CC=C2)[N+](=O)[O-])=O)P(C2=CC=CC=C2)(C2=CC=CC=C2)C2=CC=CC=C2)C=CC=C1 (1-(o-Nitrobenzyloxycarbonyltriphenylphosphoranylmethyl)-3-(1-o-nitrobenzyloxycarbonylaminoethyl)-4-(2'-hydroxyethyl)-2-azetidinone), C(C)(C)O (Isopropanol). Run in C(Cl)Cl (CH2Cl2), CC(=O)C (acetone). Reaction conditions: time 10 minute. Product: [N+](=O)([O-])C1=C(COC(=O)C(N2C([C@H]([C@@H]2CC(=O)O)C(C)NC(=O)OCC2=C(C=CC=C2)[N+](=O)[O-])=O)P(C2=CC=CC=C2)(C2=CC=CC=C2)C2=CC=CC=C2)C=CC=C1 (trans 1(o-nitrobenzyloxycarbonyltriphenylphosphoranylmethyl)-3-(1-o-nitrobenzyloxycarbonylaminoethyl)-4-(carboxymethyl)-2-azetidinone). RXN SMILES: [N+:1]([C:4]1[CH:57]=[CH:56][CH:55]=[CH:54][C:5]=1[CH2:6][O:7][C:8]([CH:10]([PH:35]([C:48]1[CH:53]=[CH:52][CH:51]=[CH:50][CH:49]=1)([C:42]1[CH:47]=[CH:46][CH:45]=[CH:44][CH:43]=1)[C:36]1[CH:41]=[CH:40][CH:39]=[CH:38][CH:37]=1)[N:11]1[CH:14]([CH2:15][CH2:16][OH:17])[CH:13]([CH:18]([NH:20][C:21]([O:23][CH2:24][C:25]2[CH:30]=[CH:29][CH:28]=[CH:27][C:26]=2[N+:31]([O-:33])=[O:32])=[O:22])[CH3:19])[C:12]1=[O:34])=[O:9])([O-:3])=[O:2].CC(C)=[O:60].OS(O)(=O)=O.O=[Cr](=O)=O.C(O)(C)C>CC(C)=O.C(Cl)Cl>[N+:1]([C:4]1[CH:57]=[CH:56][CH:55]=[CH:54][C:5]=1[CH2:6][O:7][C:8]([CH:10]([PH:35]([C:36]1[CH:37]=[CH:38][CH:39]=[CH:40][CH:41]=1)([C:42]1[CH:43]=[CH:44][CH:45]=[CH:46][CH:47]=1)[C:48]1[CH:53]=[CH:52][CH:51]=[CH:50][CH:49]=1)[N:11]1[C@@H:14]([CH2:15][C:16]([OH:60])=[O:17])[C@H:13]([CH:18]([NH:20][C:21]([O:23][CH2:24][C:25]2[CH:30]=[CH:29][CH:28]=[CH:27][C:26]=2[N+:31]([O-:33])=[O:32])=[O:22])[CH3:19])[C:12]1=[O:34])=[O:9])([O-:3])=[O:2] |f:1.2.3|. Procedure details: 1-(o-Nitrobenzyloxycarbonyltriphenylphosphoranylmethyl)-3-(1-o-nitrobenzyloxycarbonylaminoethyl)-4-(2'-hydroxyethyl)-2-azetidinone (0.1582 g, 0.20 mmol) (cf. Example 43, Step I) is dissolved in 5 ml acetone cooled to 0°. Jones Reagent (0.12 ml, 4N solution) is added dropwise over 3 minutes and the resulting solution is stirred at 0° for 10 minutes. Isopropanol (0.05 ml) is added and the mixture stirred for another 2 minutes. The reaction mixture is diluted with CH2Cl2 and filtered. The filtrate ... Starting materials: FC1=CC=C(C=C1)C1=CC=C(C=C1)[C@H](C)N1C(O[C@](CC1)(C1=CC=CC=C1)CCO)=O ((S)-3-((S)-1-(4′-fluorobiphenyl-4-yl)ethyl)-6-(2-hydroxyethyl)-6-phenyl-1,3-oxazinan-2-one), N1CCOCC1 (morpholine). The product is FC1=CC=C(C=C1)C1=CC=C(C=C1)[C@H](C)N1C(O[C@](CC1)(C1=CC=CC=C1)CCN1CCOCC1)=O ((R)-3-((S)-1-(4′-fluorobiphenyl-4-yl)ethyl)-6-(2-morpholinoethyl)-6-phenyl-1,3-oxazinan-2-one). Reaction SMILES: [F:1][C:2]1[CH:7]=[CH:6][C:5]([C:8]2[CH:13]=[CH:12][C:11]([C@@H:14]([N:16]3[CH2:21][CH2:20][C@:19]([CH2:28][CH2:29]O)([C:22]4[CH:27]=[CH:26][CH:25]=[CH:24][CH:23]=4)[O:18][C:17]3=[O:31])[CH3:15])=[CH:10][CH:9]=2)=[CH:4][CH:3]=1.[NH:32]1[CH2:37][CH2:36][O:35][CH2:34][CH2:33]1>>[F:1][C:2]1[CH:3]=[CH:4][C:5]([C:8]2[CH:9]=[CH:10][C:11]([C@@H:14]([N:16]3[CH2:21][CH2:20][C@:19]([CH2:28][CH2:29][N:32]4[CH2:37][CH2:36][O:35][CH2:34][CH2:33]4)([C:22]4[CH:23]=[CH:24][CH:25]=[CH:26][CH:27]=4)[O:18][C:17]3=[O:31])[CH3:15])=[CH:12][CH:13]=2)=[CH:6][CH:7]=1. Procedure: The title compound was prepared from (S)-3-((S)-1-(4′-fluorobiphenyl-4-yl)ethyl)-6-(2-hydroxyethyl)-6-phenyl-1,3-oxazinan-2-one and morpholine following procedures analogous to those described in Example 178. LC-MS Method 2 tR=1.19 min, m/z=511.2; 1H NMR (CDCl3) 1.49 (t, 3H), 2.05-2.11 (m, 3H), 2.16 (m, 1H), 2.23-2.41 (m, 5H), 2.51 (m, 1H), 2.71 (m, 1H), 3.61 (m, 4H), 5.61 (m, 1H), 6.83 (d, 2H), 7.20-7.32 (m, 4H), 7.31 (m, 5H), 7.43 (m, 2H). Reactants: COC(=O)c1ccc(O)c(C(=O)Nc2cc(C(F)(F)F)cc(C(F)(F)F)c2)c1, CO, Cl, [Na+], C1CCOC1, [OH-]. Product: O=C(O)c1ccc(O)c(C(=O)Nc2cc(C(F)(F)F)cc(C(F)(F)F)c2)c1. As a reaction SMILES: [CH3:1][O:2][C:3]([c:4]1[cH:5][c:6]([C:7](=[O:8])[NH:9][c:10]2[cH:11][c:12]([C:20]([F:21])([F:22])[F:23])[cH:13][c:14]([C:16]([F:17])([F:18])[F:19])[cH:15]2)[c:24]([OH:27])[cH:25][cH:26]1)=[O:28].[CH3:29][OH:30].[ClH:33].[Na+:32].[O:34]1[CH2:35][CH2:36][CH2:37][CH2:38]1.[OH-:31]>>[O:2]=[C:3]([c:4]1[cH:5][c:6]([C:7](=[O:8])[NH:9][c:10]2[cH:11][c:12]([C:20]([F:21])([F:22])[F:23])[cH:13][c:14]([C:16]([F:17])([F:18])[F:19])[cH:15]2)[c:24]([OH:27])[cH:25][cH:26]1)[OH:28]. Reactants: C(CC(=O)O)(=O)O (Malonic acid), C(C)N(CC)CN(CC)CC (bis-diethylamino-methane). Yields the product C(C)N(CC)CN(CC)CC (bis-diethylamino-methane), C(C)NCC (diethylamine). RXN SMILES: C(O)(=O)CC(O)=O.[CH2:8]([N:10]([CH2:13][N:14]([CH2:17][CH3:18])[CH2:15][CH3:16])[CH2:11][CH3:12])[CH3:9]>>[CH2:17]([N:14]([CH2:13][N:10]([CH2:8][CH3:9])[CH2:11][CH3:12])[CH2:15][CH3:16])[CH3:18].[CH2:8]([NH:10][CH2:11][CH3:12])[CH3:9]. Procedure details: Malonic acid (5.2g) was added in portions to bis-diethylamino-methane (24g), cooled in ice and stirred manually. A violent reaction took place and the mixture became viscous. Evaportion of the excess bis-diethylamino-methane and diethylamine gave a syrup which was repeatedly recrystallised from acetone to give colourless crystals of 2-diethylaminomethylacrylic acid (5.9g, 76% melting point 121 to 3° C).